Dataset: the Open Reaction Database (ORD), a public repository of structured organic reaction records. Task: describe an organic reaction: reactants, conditions, products, and yield Reactants: Br (hydrobromic acid), N(=O)[O-].[Na+] (Sodium nitrite), FC1=C(N)C=CC(=C1)I (2-fluoro-4-iodoaniline), C(C)(=O)O (acetic acid). The reagents and catalysts are [Cu](Br)Br (copper bromide). Run in O (water), S(O)(O)(=O)=O (sulfuric acid). Conditions: time 2 hour. Yields the product BrC1=C(C=C(C=C1)I)F (1-bromo-2-fluoro-4-iodobenzene). Reaction SMILES: N([O-])=O.[Na+].C(O)(=O)C.[F:9][C:10]1[CH:16]=[C:15]([I:17])[CH:14]=[CH:13][C:11]=1N.[BrH:18]>S(=O)(=O)(O)O.[Cu](Br)Br.O>[Br:18][C:11]1[CH:13]=[CH:14][C:15]([I:17])=[CH:16][C:10]=1[F:9] |f:0.1|. Procedure details: Sodium nitrite (51.2 g) was dissolved in sulfuric acid (390 ml), and then acetic acid (454 ml) was added thereto at 10° C. or lower. The mixed solution was kept at 20° to 25° C., and 2-fluoro-4-iodoaniline (124 g) was added for 1 hour, followed by stirring for 2 hours. The reaction solution was added dropwise to a mixed solution of copper bromide (130 g) with 48% hydrobromic acid (390 ml), and stirred overnight. Then, water (1000 ml) was added to the solution, and the resulting solution was extr... Starting materials: [BH4-], CCB(CC)CC, CO, COC(=O)CC(=O)CC(O)C=Cc1c(C)cc(C)cc1-c1ccc(F)c(C)c1, [Na+], C1CCOC1. Product: COC(=O)CC(O)CC(O)C=Cc1c(C)cc(C)cc1-c1ccc(F)c(C)c1. Reaction SMILES: [BH4-:41].[CH2:34]([B:35]([CH2:36][CH3:37])[CH2:38][CH3:39])[CH3:40].[CH3:43][OH:44].[F:6][c:7]1[c:8]([CH3:33])[cH:9][c:10](-[c:13]2[c:14]([CH:21]=[CH:22][CH:23]([CH2:24][C:25]([CH2:26][C:27](=[O:28])[O:29][CH3:30])=[O:31])[OH:32])[c:15]([CH3:20])[cH:16][c:17]([CH3:19])[cH:18]2)[cH:11][cH:12]1.[Na+:42].[O:1]1[CH2:2][CH2:3][CH2:4][CH2:5]1>>[F:6][c:7]1[c:8]([CH3:33])[cH:9][c:10](-[c:13]2[c:14]([CH:21]=[CH:22][CH:23]([CH2:24][CH:25]([CH2:26][C:27](=[O:28])[O:29][CH3:30])[OH:31])[OH:32])[c:15]([CH3:20])[cH:16][c:17]([CH3:19])[cH:18]2)[cH:11][cH:12]1. The reactants are COC(C(=CC1=C(C(=CC=C1)OCC1=CC=CC=C1)F)N=[N+]=[N-])=O (methyl-2-azido-3-(2-fluoro-3-benzyloxyphenyl)propenoate). Solvent: C=1(C(=CC=CC1)C)C (xylene), C=1(C(=CC=CC1)C)C (xylene). The product is COC(=O)C=1NC2=CC=C(C(=C2C1)F)OCC1=CC=CC=C1 (Methyl-4-fluoro-5-benzyloxyindole-2-carboxylate). The yield is 84.7%. As a reaction SMILES: [CH3:1][O:2][C:3](=[O:24])[C:4]([N:21]=[N+]=[N-])=[CH:5][C:6]1[CH:11]=[CH:10][CH:9]=[C:8]([O:12][CH2:13][C:14]2[CH:19]=[CH:18][CH:17]=[CH:16][CH:15]=2)[C:7]=1[F:20]>C1(C)C(C)=CC=CC=1>[CH3:1][O:2][C:3]([C:4]1[NH:21][C:11]2[C:6]([CH:5]=1)=[C:7]([F:20])[C:8]([O:12][CH2:13][C:14]1[CH:19]=[CH:18][CH:17]=[CH:16][CH:15]=1)=[CH:9][CH:10]=2)=[O:24]. Procedure: A solution of methyl-2-azido-3-(2-fluoro-3-benzyloxyphenyl)propenoate (16.7 g) in xylene (600 ml) was added dropwise with stirring to refluxino xylene (2.4 L) over 1 hour and then stirred for a further 20 minutes. The reaction mixture was concentrated in vacuo and purified by flash column chromatography, using a gradient of 0-100% ethyl acetate/iso-hexane as eluent to give the product as a yellow solid (12.93 g) 1H NMR (DMSO-d6) δ 3.85(s, 3H), 5.15(s, 2H), 7.05-7.45(m, 8H), 12.06(s, 1H); M/z(+) ... The reactants are CO[Si](OC)(OC)OC (tetramethoxysilane), CN(C)CCN(C)C (TMEDA), C=CC1=CC=CC=C1 (styrene), C=CC1=CC=CC=C1 (styrene), C=CC(C)=C (isoprene), C=CC(C)=C (isoprene), C(CCC)[Li] (n-butyllithium), C=CC(C)=C (isoprene). The solvent is C1CCCCC1 (cyclohexane). Run at temperature 40 celsius, time 1 hour. The product is C=CC1=CC=CC=C1.C=CC(C)=C.C=CC1=CC=CC=C1 (styrene-isoprene-styrene). Reaction SMILES: CN(CCN(C)C)C.[CH2:9]=[CH:10][C:11]1[CH:16]=[CH:15][CH:14]=[CH:13][CH:12]=1.C([Li])CCC.[CH2:22]=[CH:23][C:24](=[CH2:26])[CH3:25].CO[Si](OC)(OC)OC>C1CCCCC1>[CH2:9]=[CH:10][C:11]1[CH:16]=[CH:15][CH:14]=[CH:13][CH:12]=1.[CH2:22]=[CH:23][C:24](=[CH2:25])[CH3:26].[CH2:9]=[CH:10][C:11]1[CH:16]=[CH:15][CH:14]=[CH:13][CH:12]=1 |f:6.7.8|. Procedure details: In a pressure resistant reactor, 23.3 kg of cyclohexane, 3.26 millimoles of TMEDA, and 3.70 kg of styrene were added, and while the mixture was stirred at 40° C., 217.4 millimoles of n-butyllithium was added thereto. While the temperature was elevated to 50° C., polymerization was carried out for one hour. The polymerization conversion ratio for styrene was 100%. Subsequently, while the temperature was controlled to be maintained at 50° C. to 60° C., 6.3 C kg of isoprene was continuously added t... The reactants are COC(=O)C=1C(=NC=CC1)C=1CCN(CC1)C(=O)OC(C)(C)C (3′,6′-dihydro-2′H-[2,4]bipyridinyl-3,1′-dicarboxylic acid 1′-t-butyl ester 3-methyl ester), [H][H] (Hydrogen). Reagents/catalysts: [OH-].[OH-].[Pd+2] (Pd(OH)2/C). Run in CCOC(=O)C (EtOAc). Conditions: time 20 hour. Product: COC(=O)C=1C(=NC=CC1)C1CCN(CC1)C(=O)OC(C)(C)C (3′,4′,5′,6′-tetrahydro-2′H-[2,4]bipyridinyl-3,1′-dicarboxylic acid 1′-t-butyl ester 3-methyl ester). Isolated yield 59.5%. As a reaction SMILES: [CH3:1][O:2][C:3]([C:5]1[C:6]([C:11]2[CH2:12][CH2:13][N:14]([C:17]([O:19][C:20]([CH3:23])([CH3:22])[CH3:21])=[O:18])[CH2:15][CH:16]=2)=[N:7][CH:8]=[CH:9][CH:10]=1)=[O:4].[H][H]>[OH-].[OH-].[Pd+2].CCOC(C)=O>[CH3:1][O:2][C:3]([C:5]1[C:6]([CH:11]2[CH2:12][CH2:13][N:14]([C:17]([O:19][C:20]([CH3:23])([CH3:22])[CH3:21])=[O:18])[CH2:15][CH2:16]2)=[N:7][CH:8]=[CH:9][CH:10]=1)=[O:4] |f:2.3.4|. Procedure: Pd(OH)2/C (690 mg) was added to a solution of 3′,6′-dihydro-2′H-[2,4]bipyridinyl-3,1′-dicarboxylic acid 1′-t-butyl ester 3-methyl ester (2.0 g, 6.3 mmol, 1.0 eq.) in PE (220 mL) and EtOAc (50 mL). Hydrogen gas (1 atm) was introduced into the reaction vessel, and the solution was stirred for 20 hours at room temperature. The reaction mixture was filtered and the remaining mixture was concentrated under vacuum. The residue was applied onto a silica gel column and eluted with EtOAc/PE (1:8) to yiel... Starting materials: solid, Cl (hydrochloric acid), O1CCOCC1 (1,4-dioxane), [N+](=[N-])=C (diazomethane), FC(C#CC(=O)OCC)(F)F (ethyl 4,4,4-trifluoro-2-butynoate). Reagents/catalysts: Cl (hydrochloric acid). Conditions: time 30 minute. Product: CN1N=CC(=C1C(=O)O)C(F)(F)F (1-Methyl-4-(trifluoromethyl)-1H-pyrazole-5-carboxylic acid). As a reaction SMILES: [N+:1](=[CH2:3])=[N-:2].[F:4][C:5]([F:14])([F:13])[C:6]#[C:7][C:8]([O:10]CC)=[O:9].Cl.O1CCOC[CH2:17]1>Cl>[CH3:3][N:1]1[C:7]([C:8]([OH:10])=[O:9])=[C:6]([C:5]([F:14])([F:13])[F:4])[CH:17]=[N:2]1. Reported procedure: To a solution of diazomethane (0.781 g—generated from DIAZALD® (3.99 g) in diethyl ether (63 ml)), cooled by an ice/water bath, was added ethyl 4,4,4-trifluoro-2-butynoate (3.09 g) dropwise over 1 min. The cooling bath was removed and the mixture was stirred for 30 min when the solvent was removed under reduced pressure. The crude product was combined with the crude product from a similar experiment that was performed with 1,4 dioxane (5 ml) and n-pentane (15 ml) as the solvent and purified by c... Reactants: [NH4+].[Cl-] (NH4Cl), ClC1CCN(CC1)C (4-chloro-N-methylpiperidine), Mg, C(C)Br (ethyl bromide), N#N (N2), FC1=C(C#N)C=CC=C1 (2-fluorobenzonitrile). Solvent: O (water), O1CCCC1 (tetrahydrofuran), C1CCOC1 (THF), C1CCOC1 (THF). Yields the product FC1=C(C=CC=C1)C1CCN(CC1)C (4-(2-fluoro-phenyl)-1-methylpiperidine). Isolated yield 64.4%. RXN SMILES: Cl[CH:2]1[CH2:7][CH2:6][N:5]([CH3:8])[CH2:4][CH2:3]1.C(Br)C.N#N.[F:14][C:15]1[CH:22]=[CH:21][CH:20]=[CH:19][C:16]=1C#N.[NH4+].[Cl-]>O.C1COCC1>[F:14][C:15]1[CH:22]=[CH:21][CH:20]=[CH:19][C:16]=1[CH:2]1[CH2:7][CH2:6][N:5]([CH3:8])[CH2:4][CH2:3]1 |f:4.5|. Procedure: 800 ml of THF solution of 4-chloro-N-methylpiperidine (245 g, 1.8 mol) is drop-added slowly to 250 ml of tetrahydrofuran wherein Mg powder (55.7 g, 2.3 mol) and small amount of ethyl bromide are added under coverage of N2. After completion of drop-addition, a reaction is carried out at reflux for one hour. The reaction solution is drop-added 440 ml of THF solution of 2-fluorobenzonitrile (222 g, 1.8 mol). After completion of drop-addition, a reaction is carried out at reflux for 3 hours and at r...